The task is: describe an organic reaction: reactants, conditions, products, and yield. This data is from the Open Reaction Database (ORD), a public repository of structured organic reaction records. Starting materials: ClC=1N=C(C2=C(N1)C=C(O2)CN2CCN(CC2)S(=O)(=O)C)N2CCOCC2 (2-Chloro-6-((4-(methylsulfonyl)piperazin-1-yl)methyl)-4-morpholinofuro[3,2-d]pyrimidine), N1=CC(=CC=C1)B(O)O (pyridine-3-boronic acid). Reaction SMILES: Cl[C:2]1[N:3]=[C:4]([N:22]2[CH2:27][CH2:26][O:25][CH2:24][CH2:23]2)[C:5]2[O:10][C:9]([CH2:11][N:12]3[CH2:17][CH2:16][N:15]([S:18]([CH3:21])(=[O:20])=[O:19])[CH2:14][CH2:13]3)=[CH:8][C:6]=2[N:7]=1.[N:28]1[CH:33]=[CH:32][CH:31]=[C:30](B(O)O)[CH:29]=1>>[O:25]1[CH2:26][CH2:27][N:22]([C:4]2[C:5]3[O:10][C:9]([CH2:11][N:12]4[CH2:17][CH2:16][N:15]([S:18]([CH3:21])(=[O:20])=[O:19])[CH2:14][CH2:13]4)=[CH:8][C:6]=3[N:7]=[C:2]([C:30]3[CH:29]=[N:28][CH:33]=[CH:32][CH:31]=3)[N:3]=2)[CH2:23][CH2:24]1. The product is O1CCN(CC1)C=1C2=C(N=C(N1)C=1C=NC=CC1)C=C(O2)CN2CCN(CC2)S(=O)(=O)C (4-morpholino-6-((4-N-methylsulfonylpiperazin-1-yl)methyl)-2-(pyridin-3-yl)furo[3,2-d]pyrimidine). Procedure: 2-Chloro-6-((4-(methylsulfonyl)piperazin-1-yl)methyl)-4-morpholinofuro[3,2-d]pyrimidine (Example 153) was reacted with pyridine-3-boronic acid via General Procedure E to give, after purification by reverse HPLC, 14 mg of 224. MS (Q1) 459 (M+).